From a dataset of the Open Reaction Database (ORD), a public repository of structured organic reaction records. describe an organic reaction: reactants, conditions, products, and yield Reactants: C(=O)(OC(C)(C)C)N[C@@H](CC1=CC=C(C=C1)F)[C@@H]1C[C@H](C(O1)=O)CC1=CC=C(C=C1)C(F)(F)F (5(S)-[1(S)-(Boc-amino)-2-(p-fluorophenyl)ethyl]-3(R)-(p-trifluoromethylphenylmethyl)-dihydrofuran-2-(3H)-one), [OH-].[Li+] (lithium hydroxide). Solvent: O (water), C(OC)COC (dimethoxyethane). Product: C(=O)(OC(C)(C)C)N[C@H]([C@H](C[C@H](C(=O)O)CC1=CC=C(C=C1)C(F)(F)F)O)CC1=CC=C(C=C1)F (5(S)-(Boc-amino)-4(S)-hydroxy-6-(p-fluorophenyl)-2(R)-(p-trifluoromethylphenylmethyl)-hexanoic acid). RXN SMILES: [C:1]([NH:8][C@H:9]([C@H:18]1[O:22][C:21](=[O:23])[C@H:20]([CH2:24][C:25]2[CH:30]=[CH:29][C:28]([C:31]([F:34])([F:33])[F:32])=[CH:27][CH:26]=2)[CH2:19]1)[CH2:10][C:11]1[CH:16]=[CH:15][C:14]([F:17])=[CH:13][CH:12]=1)([O:3][C:4]([CH3:7])([CH3:6])[CH3:5])=[O:2].[OH-:35].[Li+]>C(COC)OC.O>[C:1]([NH:8][C@@H:9]([CH2:10][C:11]1[CH:16]=[CH:15][C:14]([F:17])=[CH:13][CH:12]=1)[C@@H:18]([OH:22])[CH2:19][C@@H:20]([CH2:24][C:25]1[CH:30]=[CH:29][C:28]([C:31]([F:32])([F:33])[F:34])=[CH:27][CH:26]=1)[C:21]([OH:23])=[O:35])([O:3][C:4]([CH3:5])([CH3:7])[CH3:6])=[O:2] |f:1.2|. Procedure: Analogously to Example 1 i), 1.05 g of 5(S)-[1(S)-(Boc-amino)-2-(p-fluorophenyl)ethyl]-3(R)-(p-trifluoromethylphenylmethyl)-dihydrofuran-2-(3H)-one in 35.5 ml of dimethoxyethane and 17.9 ml of water are hydrolysed with 8.7 ml of 1 M lithium hydroxide solution to form the title compound which is used further directly. Reactants: CC(C)(C)[Si](Cl)(c1ccccc1)c1ccccc1, CCOC(C)=O, CN(C)C=O, ClCCl, CC(C)(C)OC(=O)N(CCO)CCO, c1c[nH]cn1. The product is CC(C)(C)OC(=O)N(CCO)CCO[Si](c1ccccc1)(c1ccccc1)C(C)(C)C. As a reaction SMILES: [C:20]([CH3:21])([CH3:22])([CH3:23])[Si:24]([c:25]1[cH:26][cH:27][cH:28][cH:29][cH:30]1)([c:31]1[cH:32][cH:33][cH:34][cH:35][cH:36]1)[Cl:37].[CH3:38][CH2:39][O:40][C:41](=[O:42])[CH3:43].[CH3:44][N:45]([CH3:46])[CH:47]=[O:48].[Cl:49][CH2:50][Cl:51].[OH:1][CH2:2][CH2:3][N:4]([C:5]([O:6][C:7]([CH3:8])([CH3:9])[CH3:10])=[O:11])[CH2:12][CH2:13][OH:14].[nH:15]1[cH:16][cH:17][n:18][cH:19]1>>[O:1]([CH2:2][CH2:3][N:4]([C:5]([O:6][C:7]([CH3:8])([CH3:9])[CH3:10])=[O:11])[CH2:12][CH2:13][OH:14])[Si:24]([C:20]([CH3:21])([CH3:22])[CH3:23])([c:25]1[cH:26][cH:27][cH:28][cH:29][cH:30]1)[c:31]1[cH:32][cH:33][cH:34][cH:35][cH:36]1.